From a dataset of the Open Reaction Database (ORD), a public repository of structured organic reaction records. describe an organic reaction: reactants, conditions, products, and yield The reactants are CCCCCCCCCCCCCc1nnc(C)s1, Cn1c([N+](=O)[O-])cnc1C=O, CC(=O)OC(C)=O, CC(=O)O, [Cl-], [Cl-], [Zn+2]. Product: CCCCCCCCCCCCCc1nnc(C=Cc2ncc([N+](=O)[O-])n2C)s1. As a reaction SMILES: [CH2:1]([CH2:2][CH2:3][CH2:4][CH2:5][CH2:6][CH2:7][CH2:8][CH2:9][CH2:10][CH2:11][CH2:12][CH3:13])[c:14]1[s:15][c:16]([CH3:19])[n:17][n:18]1.[CH3:20][n:21]1[c:22]([CH:29]=[O:30])[n:23][cH:24][c:25]1[N+:26](=[O:27])[O-:28].[CH3:31][C:32]([O:33][C:34](=[O:35])[CH3:36])=[O:37].[CH3:38][C:39](=[O:40])[OH:41].[Cl-:42].[Cl-:44].[Zn+2:43]>>[CH2:1]([CH2:2][CH2:3][CH2:4][CH2:5][CH2:6][CH2:7][CH2:8][CH2:9][CH2:10][CH2:11][CH2:12][CH3:13])[c:14]1[s:15][c:16]([CH:19]=[CH:29][c:22]2[n:21]([CH3:20])[c:25]([N+:26](=[O:27])[O-:28])[cH:24][n:23]2)[n:17][n:18]1. The reactants are CC(C)(C)OC(=O)NCCCBr, O=C([O-])[O-], CCS, CN(C)C=O, [K+], [K+]. Product: CCSCCCNC(=O)OC(C)(C)C. As a reaction SMILES: [Br:1][CH2:2][CH2:3][CH2:4][NH:5][C:6]([O:7][C:8]([CH3:9])([CH3:10])[CH3:11])=[O:12].[C:16](=[O:17])([O-:18])[O-:19].[CH2:13]([CH3:14])[SH:15].[CH3:22][N:23]([CH3:24])[CH:25]=[O:26].[K+:20].[K+:21]>>[CH2:2]([CH2:3][CH2:4][NH:5][C:6]([O:7][C:8]([CH3:9])([CH3:10])[CH3:11])=[O:12])[S:15][CH2:13][CH3:14]. Starting materials: O=C(Nc1ccc([N+](=O)[O-])c(C(F)(F)F)c1)c1ccccc1, CCO, [H][H], O=[Pt]=O. Yields the product Nc1ccc(NC(=O)c2ccccc2)cc1C(F)(F)F. RXN SMILES: [C:1]([c:2]1[cH:3][cH:4][cH:5][cH:6][cH:7]1)(=[O:8])[NH:9][c:10]1[cH:11][c:12]([C:19]([F:20])([F:21])[F:22])[c:13]([N+:16]([O-:17])=[O:18])[cH:14][cH:15]1.[CH3:25][CH2:26][OH:27].[H:23][H:24].[Pt:28](=[O:29])=[O:30]>>[C:1]([c:2]1[cH:3][cH:4][cH:5][cH:6][cH:7]1)(=[O:8])[NH:9][c:10]1[cH:11][c:12]([C:19]([F:20])([F:21])[F:22])[c:13]([NH2:16])[cH:14][cH:15]1. Starting materials: CC1=CC=C(C=C1)O (4-methylphenol), [OH-].[K+] (potassium hydroxide), S(=O)(=O)(OCC1(CCCCC1)C)C1=CC=C(C)C=C1 (((1-methyl)cyclohexyl)methyl tosylate). The reagents and catalysts are [I-].[K+] (potassium iodide). Solvent: CO (MeOH). Run at temperature 0 celsius, time 0.5 hour. The product is CC1(CCCCC1)COC1=CC=C(C=C1)C (4-[((1-methyl)cyclohexyl)methoxy]toluene). Yield: 91.6%. As a reaction SMILES: [OH-].[K+].[CH3:3][C:4]1[CH:9]=[CH:8][C:7]([OH:10])=[CH:6][CH:5]=1.S(C1C=CC(C)=CC=1)(O[CH2:15][C:16]1([CH3:22])[CH2:21][CH2:20][CH2:19][CH2:18][CH2:17]1)(=O)=O>CO.[I-].[K+]>[CH3:15][C:16]1([CH2:22][O:10][C:7]2[CH:8]=[CH:9][C:4]([CH3:3])=[CH:5][CH:6]=2)[CH2:21][CH2:20][CH2:19][CH2:18][CH2:17]1 |f:0.1,5.6|. Reported procedure: To a cooled (0° C.), stirred solution of 8.4 g (0.15 mole) of potassium hydroxide in 100 ml of MeOH was added 13.5 g (0.12 mole) of 4-methylphenol over a 15 minute period. The reaction was stirred at room temperature for 0.5 hour and MeOH was evaporated to afford a solid. A solution of this solid, 28.2 g (0.1 mole) of ((1-methyl)cyclohexyl)methyl tosylate and 1.4 g of potassium iodide were heated at 150° C. for 5 hours. The reaction was cooled to room temperature, poured onto ice-water and extra... The reactants are O (water), C([O-])([O-])=O.[K+].[K+] (Potassium carbonate), ClC=1C2=C(N=CN1)NC=C2I (4-chloro-5-iodo-7H-pyrrolo[2,3-d]pyrimidine), BrCC(C=C)O[Si](C)(C)C(C)(C)C (1-bromo-2-(tert-butyldimethylsilyloxy)-3-butene). The solvent is C(C)(=O)OCC (ethyl acetate), CN(C)C=O (DMF). Conditions: temperature 80 celsius, time 5 hour. Yields the product [Si](C)(C)(C(C)(C)C)OC(CN1C=C(C2=C1N=CN=C2Cl)I)C=C (7-(2-(tert-butyldimethylsilyloxy)-3-butenyl)-4-chloro-5-iodo-7H-pyrrolo[2,3-d]pyrimidine). Yield: 36.8%. As a reaction SMILES: C(=O)([O-])[O-].[K+].[K+].[Cl:7][C:8]1[C:9]2[C:16]([I:17])=[CH:15][NH:14][C:10]=2[N:11]=[CH:12][N:13]=1.Br[CH2:19][CH:20]([O:23][Si:24]([C:27]([CH3:30])([CH3:29])[CH3:28])([CH3:26])[CH3:25])[CH:21]=[CH2:22].O>CN(C=O)C.C(OCC)(=O)C>[Si:24]([O:23][CH:20]([CH:21]=[CH2:22])[CH2:19][N:14]1[C:10]2[N:11]=[CH:12][N:13]=[C:8]([Cl:7])[C:9]=2[C:16]([I:17])=[CH:15]1)([C:27]([CH3:28])([CH3:29])[CH3:30])([CH3:25])[CH3:26] |f:0.1.2|. Procedure details: Potassium carbonate (2.2 g) was added to a solution of 4-chloro-5-iodo-7H-pyrrolo[2,3-d]pyrimidine (3.7 g) obtained in Step 1 and 1-bromo-2-(tert-butyldimethylsilyloxy)-3-butene (3.5 g) obtained in Step 2 in DMF (26 ml) at room temperature, and the mixture was stirred at 80° C. for 5 hours. After cooling the reaction mixture, water and ethyl acetate were added thereto, and the generated insoluble matter was filtered off. The organic layer was separated, washed with water and a saturated sodium c... The reactants are COC([C@H]1N(CCC1)C(=O)OC(C)(C)C)=O (N-(tert.-butyloxycarbonyl)-L-proline methyl ester), [BH4-].[Li+] (lithium borohydride), CO.C(Cl)(Cl)Cl (MeOH CHCl3). Run in COCCOC (DME). The product is C(C)(C)(C)OC(=O)N1[C@H](CO)CCC1 (N-(tert.-butyloxycarbonyl)-L-prolinol). The yield is 92.0%. Reaction SMILES: C[O:2][C:3](=O)[C@@H:4]1[CH2:8][CH2:7][CH2:6][N:5]1[C:9]([O:11][C:12]([CH3:15])([CH3:14])[CH3:13])=[O:10].[BH4-].[Li+].CO.C(Cl)(Cl)Cl>COCCOC>[C:12]([O:11][C:9]([N:5]1[CH2:6][CH2:7][CH2:8][C@H:4]1[CH2:3][OH:2])=[O:10])([CH3:15])([CH3:13])[CH3:14] |f:1.2,3.4|. Procedure details: This compound was prepared in 92% yield from the ester 4g (9.2 g, 40 mmol) by reduction with lithium borohydride in dry DME following the procedure that has been described earlier1,2. TLC Rf 0.81 (eluent MeOH/CHCl3, 7/93). 1H NMR (CDCl3) δ 1.47 (s, 9H, t-Bu), 1.58-2.18 (m, 4H, CH2CH2CH), 3.15-3.66 (m, 4H, CH2N, CH2OH), 3.73-4.07 (m, 1H, CHN), 4.40-4.80 (br s, 1H, OH).